From a dataset of the Open Reaction Database (ORD), a public repository of structured organic reaction records. describe an organic reaction: reactants, conditions, products, and yield Starting materials: [Si](C)(C)(C(C)(C)C)OC[C@H](C)C1=C(C=C(C=C1)B(O)O)C ((R)-4-(1-(tert-butyldimethylsilyloxy)propan-2-yl)-3-methylphenylboronic acid), BrC1=CC(=C(C=C1)[C@H](CO)C)OC ((R)-2-(4-bromo-2-methoxyphenyl)propan-1-ol), C(C)(C)(C)[Si](Cl)(C)C (tert-Butyldimethylchlorosilane). Product: BrC1=CC(=C(C=C1)[C@H](CO[Si](C)(C)C(C)(C)C)C)OC ((R)-(2-(4-bromo-2-methoxyphenyl)propoxy)(tert-butyl)dimethylsilane). Isolated yield 81.0%. Reaction SMILES: [Si:1](OC[C@@H](C1C=CC(B(O)O)=CC=1C)C)([C:4]([CH3:7])([CH3:6])[CH3:5])([CH3:3])[CH3:2].[Br:22][C:23]1[CH:28]=[CH:27][C:26]([C@@H:29]([CH3:32])[CH2:30][OH:31])=[C:25]([O:33][CH3:34])[CH:24]=1.C([Si](C)(C)Cl)(C)(C)C>>[Br:22][C:23]1[CH:28]=[CH:27][C:26]([C@@H:29]([CH3:32])[CH2:30][O:31][Si:1]([C:4]([CH3:7])([CH3:6])[CH3:5])([CH3:3])[CH3:2])=[C:25]([O:33][CH3:34])[CH:24]=1. Reported procedure: Using procedure analogous to that used to prepare Intermediate 10, Intermediate 9 (7.8 g, 158 mmol) was protected with tert-Butyldimethylchlorosilane to yield (R)-(2-(4-bromo-2-methoxyphenyl)propoxy)(tert-butyl)dimethylsilane (9.2 g, 81% yield) as a clear oil. The protected alcohol (3.00 g, 8.35 mmol) was reacted with BuLi and trimethyl borate to yield Intermediate 10 (1.87 g, 5.77 mmol, 69.1% yield) as a colorless oil. 1H NMR (400 MHz, methanol-d3) 8 ppm 7.12-7.19 (m, 2H) 7.12 (s, 1H) 3.82 (s, ... Reactants: C(C=1C(S)=CC=CC1)(=O)O (thiosalicylic acid), ClC=1C=C(C=C(C1)OC)OC (5-chloro-1,3-dimethoxybenzene), C([O-])([O-])=O.[K+].[K+] (potassium carbonate), ( 10 ). Reagents/catalysts: [Cu] (copper), [Cu]I (copper(I) iodide). The solvent is CN1C(CCC1)=O (N-methyl-2-pyrrolidone). Run at temperature 190 celsius, time 10 hour. Product: COC=1C=C(C=C(C1)OC)SC1=C(C(=O)O)C=CC=C1 (2-(3,5-dimethoxyphenylthio)benzoic acid). The yield is 9.7%. RXN SMILES: [C:1]([OH:10])(=[O:9])[C:2]1[C:3](=[CH:5][CH:6]=[CH:7][CH:8]=1)[SH:4].Cl[C:12]1[CH:13]=[C:14]([O:20][CH3:21])[CH:15]=[C:16]([O:18][CH3:19])[CH:17]=1.C(=O)([O-])[O-].[K+].[K+]>CN1CCCC1=O.[Cu].[Cu]I>[CH3:19][O:18][C:16]1[CH:17]=[C:12]([S:4][C:3]2[CH:5]=[CH:6][CH:7]=[CH:8][C:2]=2[C:1]([OH:10])=[O:9])[CH:13]=[C:14]([O:20][CH3:21])[CH:15]=1 |f:2.3.4|. Procedure: A mixture of thiosalicylic acid (44 g), 5-chloro-1,3-dimethoxybenzene (49.2 g), potassium carbonate (78 g), copper (powder) (4.3 g) and copper(I) iodide (4.3 g) in N-methyl-2-pyrrolidone (390 ml) was stirred at 190° C. for 10 hours. The reaction mixture was treated by the same procedure as in Example 1 to give 8.0 g (10%) of a compound of the indicated formula (10). Starting materials: CCOc1cccc(C(C)(C)C#N)c1, CC(=O)O, ClI. Yields the product CCOc1cc(C(C)(C)C#N)ccc1I. As a reaction SMILES: [CH2:1]([CH3:2])[O:3][c:4]1[cH:5][c:6]([C:10]([C:11]#[N:12])([CH3:13])[CH3:14])[cH:7][cH:8][cH:9]1.[CH3:17][C:18](=[O:19])[OH:20].[I:15][Cl:16]>>[CH2:1]([CH3:2])[O:3][c:4]1[cH:5][c:6]([C:10]([C:11]#[N:12])([CH3:13])[CH3:14])[cH:7][cH:8][c:9]1[I:15]. Starting materials: O, O=S(=O)(O)O, CCOC(=O)c1noc2ccccc12. Yields the product O=C(O)c1noc2ccccc12. As a reaction SMILES: [OH2:20].[S:15](=[O:16])(=[O:17])([OH:18])[OH:19].[o:1]1[n:2][c:3]([C:10](=[O:11])[O:12][CH2:13][CH3:14])[c:4]2[c:5]1[cH:6][cH:7][cH:8][cH:9]2>>[o:1]1[n:2][c:3]([C:10](=[O:11])[OH:12])[c:4]2[c:5]1[cH:6][cH:7][cH:8][cH:9]2. Reactants: C(CC1=CC=CC=C1)[Mg]Cl (phenethyl magnesium chloride), CN(C1(CCC(CC1)=O)C1=CC=CC=C1)C (4-dimethylamino-4-phenylcyclohexanone), [Cl-].[NH4+] (ammonium chloride). Run in O1CCCC1 (tetrahydrofuran), O1CCCC1 (tetrahydrofuran). Conditions: time 8 hour. Product: CN(C1(CCC(CC1)(O)CCC1=CC=CC=C1)C1=CC=CC=C1)C (4-dimethylamino-1-phenethyl-4-phenylcylcohexanol). RXN SMILES: [CH3:1][N:2]([CH3:16])[C:3]1([C:10]2[CH:15]=[CH:14][CH:13]=[CH:12][CH:11]=2)[CH2:8][CH2:7][C:6](=[O:9])[CH2:5][CH2:4]1.[CH2:17]([Mg]Cl)[CH2:18][C:19]1[CH:24]=[CH:23][CH:22]=[CH:21][CH:20]=1.[Cl-].[NH4+]>O1CCCC1>[CH3:1][N:2]([CH3:16])[C:3]1([C:10]2[CH:11]=[CH:12][CH:13]=[CH:14][CH:15]=2)[CH2:8][CH2:7][C:6]([CH2:17][CH2:18][C:19]2[CH:24]=[CH:23][CH:22]=[CH:21][CH:20]=2)([OH:9])[CH2:5][CH2:4]1 |f:2.3|. Procedure details: 3.83 g 4-dimethylamino-4-phenylcyclohexanone dissolved in 10 ml tetrahydrofuran were added dropwise to 21 ml 1.0 molar phenethyl magnesium chloride solution in tetrahydrofuran and the mixture was stirred overnight at ambient temperature. To work up the mixture with ice cooling, 15 ml ammonium chloride solution (20% by weight) were added, the mixture was extracted three times with 15 ml ethylacetate in each case, the extracts were combined, dried over sodium sulfate, filtered, concentrated and su... Reactants: O=C(O)CCc1cccc(C(F)(F)F)c1, O, O=S(=O)(O)C(F)(F)F. Yields the product FC(F)(F)c1ccc2c(c1)CCC2. As a reaction SMILES: [F:1][C:2]([c:3]1[cH:4][c:5]([CH2:9][CH2:10][C:11]([OH:12])=[O:13])[cH:6][cH:7][cH:8]1)([F:14])[F:15].[OH2:24].[OH:16][S:17]([C:18]([F:19])([F:20])[F:21])(=[O:22])=[O:23]>>[F:1][C:2]([c:3]1[cH:4][c:5]2[c:6]([cH:7][cH:8]1)[CH2:11][CH2:10][CH2:9]2)([F:14])[F:15]. Reactants: NCC1CCN(C(=O)OCc2ccccc2)CC1O, C1CCOC1, CN1CCOCC1, O=[N+]([O-])c1c(Cl)c(Cl)nc(Cl)c1Cl. The product is O=C(OCc1ccccc1)N1CCC(CNc2c(Cl)c(Cl)nc(Cl)c2Cl)C(O)C1. RXN SMILES: [CH2:14]([c:15]1[cH:16][cH:17][cH:18][cH:19][cH:20]1)[O:21][C:22](=[O:23])[N:24]1[CH2:25][CH:26]([OH:32])[CH:27]([CH2:30][NH2:31])[CH2:28][CH2:29]1.[CH2:40]1[O:41][CH2:42][CH2:43][CH2:44]1.[CH3:33][N:34]1[CH2:35][CH2:36][O:37][CH2:38][CH2:39]1.[Cl:1][c:2]1[n:3][c:4]([Cl:13])[c:5]([Cl:12])[c:6]([N+:9]([O-:10])=[O:11])[c:7]1[Cl:8]>>[Cl:1][c:2]1[n:3][c:4]([Cl:13])[c:5]([Cl:12])[c:6]([NH:9][CH2:30][CH:27]2[CH:26]([OH:32])[CH2:25][N:24]([C:22]([O:21][CH2:14][c:15]3[cH:16][cH:17][cH:18][cH:19][cH:20]3)=[O:23])[CH2:29][CH2:28]2)[c:7]1[Cl:8].